From a dataset of the Open Reaction Database (ORD), a public repository of structured organic reaction records. describe an organic reaction: reactants, conditions, products, and yield Starting materials: OO (H2O2), C(=O)([O-])[O-].[K+].[K+] (K2CO3), ClC=1C(=C(C=CC1)C1N(CC(C1(C#N)C1=C(C=C(C=C1)Cl)F)CC(C)(C)C)C(C1=CC=C(C=C1)C#N)=O)F (rac-(2S,3S,4S)-2-(3-chloro-2-fluoro-phenyl)-3-(4-chloro-2-fluoro-phenyl)-1-(4-cyano-benzoyl)-4-(2,2-dimethyl-propyl)-pyrrolidine-3-carbonitrile). Run in CS(=O)C (DMSO). Yields the product ClC=1C(=C(C=CC1)[C@H]1N(C[C@H]([C@]1(C#N)C1=C(C=C(C=C1)Cl)F)CC(C)(C)C)C(=O)C1=CC=C(C(=O)N)C=C1)F (rac-4-[(2S,3S,4S)-2-(3-chloro-2-fluoro-phenyl)-3-(4-chloro-2-fluoro-phenyl)-3-cyano-4-(2,2-dimethyl-propyl)-pyrrolidine-1-carbonyl]-benzamide). Isolated yield 56.7%. As a reaction SMILES: [Cl:1][C:2]1[C:3]([F:38])=[C:4]([CH:8]2[C:12]([C:15]3[CH:20]=[CH:19][C:18]([Cl:21])=[CH:17][C:16]=3[F:22])([C:13]#[N:14])[CH:11]([CH2:23][C:24]([CH3:27])([CH3:26])[CH3:25])[CH2:10][N:9]2[C:28](=[O:37])[C:29]2[CH:34]=[CH:33][C:32]([C:35]#[N:36])=[CH:31][CH:30]=2)[CH:5]=[CH:6][CH:7]=1.OO.C([O-])([O-])=[O:42].[K+].[K+]>CS(C)=O>[Cl:1][C:2]1[C:3]([F:38])=[C:4]([C@@H:8]2[C@:12]([C:15]3[CH:20]=[CH:19][C:18]([Cl:21])=[CH:17][C:16]=3[F:22])([C:13]#[N:14])[C@H:11]([CH2:23][C:24]([CH3:27])([CH3:26])[CH3:25])[CH2:10][N:9]2[C:28]([C:29]2[CH:34]=[CH:33][C:32]([C:35]([NH2:36])=[O:42])=[CH:31][CH:30]=2)=[O:37])[CH:5]=[CH:6][CH:7]=1 |f:2.3.4|. Procedure details: In a manner similar to the method described in Example 19, rac-(2S,3S,4S)-2-(3-chloro-2-fluoro-phenyl)-3-(4-chloro-2-fluoro-phenyl)-1-(4-cyano-benzoyl)-4-(2,2-dimethyl-propyl)-pyrrolidine-3-carbonitrile (27.6 mg, 0.05 mmol) was reacted with 30% H2O2 (1.0 mL, excess), K2CO3 (excess) in DMSO (2 mL) at rt overnight to give rac-4-[(2S,3S,4S)-2-(3-chloro-2-fluoro-phenyl)-3-(4-chloro-2-fluoro-phenyl)-3-cyano-4-(2,2-dimethyl-propyl)-pyrrolidine-1-carbonyl]-benzamide (15.3 mg, 56.7%). HRMS (ES+) m/z Cal... The reactants are ClCCl, CC(=O)OC(C)=O, Cc1ccccc1, CCCCC(N)(Cn1cncn1)c1ccc(Cl)cc1. The product is CCCCC(Cn1cncn1)(NC(C)=O)c1ccc(Cl)cc1. As a reaction SMILES: [CH2:27]([Cl:28])[Cl:29].[CH3:20][C:21](=[O:22])[O:23][C:24](=[O:25])[CH3:26].[CH3:30][c:31]1[cH:32][cH:33][cH:34][cH:35][cH:36]1.[Cl:1][c:2]1[cH:3][cH:4][c:5]([C:8]([CH2:9][n:10]2[n:11][cH:12][n:13][cH:14]2)([CH2:15][CH2:16][CH2:17][CH3:18])[NH2:19])[cH:6][cH:7]1>>[Cl:1][c:2]1[cH:3][cH:4][c:5]([C:8]([CH2:9][n:10]2[n:11][cH:12][n:13][cH:14]2)([CH2:15][CH2:16][CH2:17][CH3:18])[NH:19][C:21]([CH3:20])=[O:22])[cH:6][cH:7]1.